This data is from the Open Reaction Database (ORD), a public repository of structured organic reaction records. The task is: describe an organic reaction: reactants, conditions, products, and yield Reactants: BrCc1ccccc1, COC(=O)Cc1ccc(O)c(F)c1, [K+], [K+], O=C([O-])[O-], CN(C)C=O, O. Product: COC(=O)Cc1ccc(OCc2ccccc2)c(F)c1. As a reaction SMILES: [Br:14][CH2:15][c:16]1[cH:17][cH:18][cH:19][cH:20][cH:21]1.[CH3:1][O:2][C:3]([CH2:4][c:5]1[cH:6][c:7]([F:12])[c:8]([OH:11])[cH:9][cH:10]1)=[O:13].[K+:22].[K+:23].[O-:24][C:25]([O-:26])=[O:27].[O:29]=[CH:30][N:31]([CH3:32])[CH3:33].[OH2:28]>>[CH3:1][O:2][C:3]([CH2:4][c:5]1[cH:6][c:7]([F:12])[c:8]([O:11][CH2:15][c:16]2[cH:17][cH:18][cH:19][cH:20][cH:21]2)[cH:9][cH:10]1)=[O:13]. The reactants are S1C2=C(C=C1[C@@H](/C=C/[C@@H]1[C@H](C(C[C@H]1O)=O)C\C=C/CCCC(=O)O)O)C=CC=C2 ((Z)-7-((1R,2R,3R)-2-((R,E)-3-(benzo[b]thiophen-2-yl)-3-hydroxyprop-1-enyl)-3-hydroxy-5-oxocyclopentyl)hept-5-enoic Acid), [H][H] (hydrogen). Reagents/catalysts: [Pd] (Pd/C). The solvent is C(C)(=O)OCC (ethyl acetate). Yields the product S1C2=C(C=C1[C@@H](CC[C@@H]1[C@H](C(C[C@H]1O)=O)CCCCCCC(=O)O)O)C=CC=C2 (7-((1R,2R,3R)-2-((R)-3-(benzo[b]thiophen-2-yl)-3-hydroxypropyl)-3-hydroxy-5-oxocyclopentyl)heptanoic acid). As a reaction SMILES: [S:1]1[C:5]([C@H:6]([OH:25])/[CH:7]=[CH:8]/[C@H:9]2[C@H:13]([OH:14])[CH2:12][C:11](=[O:15])[C@@H:10]2[CH2:16]/[CH:17]=[CH:18]\[CH2:19][CH2:20][CH2:21][C:22]([OH:24])=[O:23])=[CH:4][C:3]2[CH:26]=[CH:27][CH:28]=[CH:29][C:2]1=2.[H][H]>C(OCC)(=O)C.[Pd]>[S:1]1[C:5]([C@H:6]([OH:25])[CH2:7][CH2:8][C@H:9]2[C@H:13]([OH:14])[CH2:12][C:11](=[O:15])[C@@H:10]2[CH2:16][CH2:17][CH2:18][CH2:19][CH2:20][CH2:21][C:22]([OH:24])=[O:23])=[CH:4][C:3]2[CH:26]=[CH:27][CH:28]=[CH:29][C:2]1=2. Procedure details: (Z)-7-((1R,2R,3R)-2-((R,E)-3-(Benzo[b]thiophen-2-yl)-3-hydroxyprop-1-enyl)-3-hydroxy-5-oxocyclopentyl)hept-5-enoic acid (Example 7, 1 molar equivalent) is dissolved in ethyl acetate (0.05 M) under a nitrogen atmosphere. 10% Pd/C (10 mol %) is added and hydrogen gas is introduced. After stirring for several hours at room temperature the reaction mixture is filtered over Celite. The crude product is purified by flash chromatography on regular silica gel eluted with ethyl acetate-hexanes (+0.4% ace...